From a dataset of the Open Reaction Database (ORD), a public repository of structured organic reaction records. describe an organic reaction: reactants, conditions, products, and yield Yield: 48.3%. The reactants are Cl (hydrogen chloride), S(C#N)CC(=O)CSC#N (1,3-bis(thiocyanato)-acetone), CO (methanol). Product: S(C#N)CC=1NC(SC1)=O (4-thiocyanatomethyl-2(3H)-thiazolone). Reported procedure: After absorbing 7.3 g (0.20 mol) of gaseous hydrogen chloride in 100 ml of anhydrous methanol, 17.22 g (0.10 mol) of 1,3-bis(thiocyanato)-acetone are added and the mixture is stirred at 45° to 50° C. for 4 hours. Then, the reaction mixture is evaporated under reduced pressure until a crystalline precipitate begins to separate. After cooling down the residue, the precipitate is filtered off. After washing with methanol and drying, 8.3 g (48.3%) of the named compound are obtained with the same qua... Reaction SMILES: Cl.[S:2]([CH2:5][C:6]([CH2:8][S:9][C:10]#[N:11])=O)[C:3]#[N:4].C[OH:13]>>[S:2]([CH2:5][C:6]1[NH:11][C:10](=[O:13])[S:9][CH:8]=1)[C:3]#[N:4]. Conditions: time 4 hour.